Dataset: the Open Reaction Database (ORD), a public repository of structured organic reaction records. Task: describe an organic reaction: reactants, conditions, products, and yield Reactants: BrCC(=O)C1=CC=C(C(=O)O)C=C1 (4-(2-bromoacetyl)benzoic acid), N1(CCCCC1)C(N)=S (1-piperidinethiocarboxamide). Solvent: C1CCOC1 (THF). Product: CN(C=1SC=C(N1)C1=CC=C(C(=O)O)C=C1)C (4-(2-Dimethylamino-thiazol-4-yl)-benzoic acid). The yield is 32.5%. As a reaction SMILES: Br[CH2:2][C:3]([C:5]1[CH:13]=[CH:12][C:8]([C:9]([OH:11])=[O:10])=[CH:7][CH:6]=1)=O.[N:14]1([C:20](=[S:22])[NH2:21])[CH2:19]CCC[CH2:15]1>C1COCC1>[CH3:15][N:14]([CH3:19])[C:20]1[S:22][CH:2]=[C:3]([C:5]2[CH:13]=[CH:12][C:8]([C:9]([OH:11])=[O:10])=[CH:7][CH:6]=2)[N:21]=1. Procedure: To a stirred mixture of thiocarbonyldiimidazole (44.9 mmol) in THF (40 mL) at room temperature was added portionwise 2 M Dimethylamine in THF (44 mmol) and a temperature increase was observed. 40 min after final addition the reaction mixture was heated to 55° C. for 1 h, then allowed to reach room temperature again. The reaction was then concentrated in vacuo and the residue purified by flash chromatography (silica gel, Petroleum ether-EtOAc) to give the intermediate imidazole-1-carbothioic acid... Reactants: C(CCC)C1=C(OCCCOC2=CC=CC=3C(C=C(OC32)C(=O)[O-])=O)C=CC=C1 (8-[3-(2-n-butylphenoxy)propoxy]-4-oxo-4H-1-benzopyran-2-carboxylate), C([O-])(O)=O.[Na+] (sodium bicarbonate). Run in O (water). The product is O.C(CCC)C1=C(OCCCOC2=CC=CC=3C(C=C(OC32)C(=O)[O-])=O)C=CC=C1.[Na+] (sodium 8-[3 -(2n-butylphenoxy)propoxy] -4-oxo-4H-1-benzopyran-2-carboxylate monohydrate). Reaction SMILES: [CH2:1]([C:5]1[CH:29]=[CH:28][CH:27]=[CH:26][C:6]=1[O:7][CH2:8][CH2:9][CH2:10][O:11][C:12]1[C:21]2[O:20][C:19]([C:22]([O-:24])=[O:23])=[CH:18][C:17](=[O:25])[C:16]=2[CH:15]=[CH:14][CH:13]=1)[CH2:2][CH2:3][CH3:4].C(=O)(O)[O-].[Na+:34]>O>[OH2:7].[CH2:1]([C:5]1[CH:29]=[CH:28][CH:27]=[CH:26][C:6]=1[O:7][CH2:8][CH2:9][CH2:10][O:11][C:12]1[C:21]2[O:20][C:19]([C:22]([O-:24])=[O:23])=[CH:18][C:17](=[O:25])[C:16]=2[CH:15]=[CH:14][CH:13]=1)[CH2:2][CH2:3][CH3:4].[Na+:34] |f:1.2,4.5.6|. Procedure details: A mixture of 8.0 parts of 8-[3-(2-n-butylphenoxy)propoxy]-4-oxo-4H-1-benzopyran-2-carboxylate, 1.696 parts of sodium bicarbonate and 600 parts of water was heated to effect solution. The hot solution was filtered, allowed to cool to give a solid, which was collected and dried under vacuum over calcium chloride to furnish 8.2 parts of sodium 8-[3 -(2n-butylphenoxy)propoxy] -4-oxo-4H-1-benzopyran-2-carboxylate monohydrate.